Dataset: the Open Reaction Database (ORD), a public repository of structured organic reaction records. Task: describe an organic reaction: reactants, conditions, products, and yield The reactants are BrC=1C=C2C(=NNC2=C(C1)C#N)C1CCNCC1 (5-bromo-3-(4-piperidinyl)-1H-indazole-7-carbonitrile), BrC=1C=C2C(=NNC2=C(C1)C#N)C1CCNCC1 (5-bromo-3-(4-piperidinyl)-1H-indazole-7-carbonitrile), C(C)(C)N(CC)C(C)C (diisopropylethyl amine), C(C)S(=O)(=O)Cl (ethane sulfonyl chloride). Run in ClCCl (dichloromethane). Run at time 2 hour. Yields the product BrC=1C=C2C(=NNC2=C(C1)C#N)C1CCN(CC1)S(=O)(=O)CC (5-bromo-3-[1-(ethylsulfonyl)-4-piperidinyl]-1H-indazole-7-carbonitrile). Yield: 42.4%. Reaction SMILES: [Br:1][C:2]1[CH:3]=[C:4]2[C:8](=[C:9]([C:11]#[N:12])[CH:10]=1)[NH:7][N:6]=[C:5]2[CH:13]1[CH2:18][CH2:17][NH:16][CH2:15][CH2:14]1.C(N(C(C)C)CC)(C)C.[CH2:28]([S:30](Cl)(=[O:32])=[O:31])[CH3:29]>ClCCl>[Br:1][C:2]1[CH:3]=[C:4]2[C:8](=[C:9]([C:11]#[N:12])[CH:10]=1)[NH:7][N:6]=[C:5]2[CH:13]1[CH2:18][CH2:17][N:16]([S:30]([CH2:28][CH3:29])(=[O:32])=[O:31])[CH2:15][CH2:14]1. Reported procedure: The crude 5-bromo-3-(4-piperidinyl)-1H-indazole-7-carbonitrile (Intermediate 9) (0.222 g, 0.493 mmol) was suspended in dichloromethane (5 mL) and treated with diisopropylethyl amine (0.257 mL, 1.48 mmols), and ethane sulfonyl chloride (0.070 mL, 0.74 mmols) at ambient temperature. After 2 hrs, the mixture was concentrated to dryness in vacuo at ambient temperature, treated with water (25 mL), and extracted with dichloromethane (100 mL). The organic phase was washed with water, dried over MgSO4, ... Yields the product ClC1=NN(C=C1S(=O)(=O)N)CC (3-chloro-1-ethyl-1H-pyrazole-4-sulfonamide). As a reaction SMILES: [Cl:1][C:2]1[C:6]([S:7](Cl)(=[O:9])=[O:8])=[CH:5][N:4]([CH2:11][CH3:12])[N:3]=1.[OH-].[NH4+:14]>O1CCCC1>[Cl:1][C:2]1[C:6]([S:7]([NH2:14])(=[O:9])=[O:8])=[CH:5][N:4]([CH2:11][CH3:12])[N:3]=1 |f:1.2|. Procedure: To a solution of 3-chloro-1-ethyl-1H-pyrazole-4-sulfonyl chloride (0.5 g, 2.2 mmol, the product of Step D) in tetrahydrofuran (20 mL) was added 30% ammonium hydroxide (3.0 mL, 24 mmol) dropwise. The reaction mixture was heated to boiling with a heat gun and then stirred for 30 min Tetrahydrofuran was removed under reduced pressure, water (50 mL) was added, the reaction mixture was extracted into ethyl acetate (2×100 mL). The ethyl acetate was dried over magnesium sulfate and concentrated under r... Starting materials: ClC1=NN(C=C1S(=O)(=O)Cl)CC (3-chloro-1-ethyl-1H-pyrazole-4-sulfonyl chloride), product, [OH-].[NH4+] (ammonium hydroxide). The solvent is O1CCCC1 (Tetrahydrofuran), O1CCCC1 (tetrahydrofuran). Reactants: CC(C)(C)c1ccc(CN)cc1, CN1CCCC1=O, CCN(C(C)C)C(C)C, Clc1ncnc2ccccc12, O=C(O)C(F)(F)F. The product is CC(C)(C)c1ccc(CNc2ncnc3ccccc23)cc1. RXN SMILES: [C:12]([CH3:13])([CH3:14])([CH3:15])[c:16]1[cH:17][cH:18][c:19]([CH2:20][NH2:21])[cH:22][cH:23]1.[CH3:40][N:41]1[CH2:42][CH2:43][CH2:44][C:45]1=[O:46].[CH:24]([N:25]([CH2:26][CH3:27])[CH:28]([CH3:29])[CH3:30])([CH3:31])[CH3:32].[Cl:1][c:2]1[n:3][cH:4][n:5][c:6]2[cH:7][cH:8][cH:9][cH:10][c:11]12.[OH:33][C:34]([C:35]([F:36])([F:37])[F:38])=[O:39]>>[c:2]1([NH:21][CH2:20][c:19]2[cH:18][cH:17][c:16]([C:12]([CH3:13])([CH3:14])[CH3:15])[cH:23][cH:22]2)[n:3][cH:4][n:5][c:6]2[cH:7][cH:8][cH:9][cH:10][c:11]12. The product is C(C)(C)(C)OC(=O)N1C[C@H](N([C@H](C1)C)C#N)C (4-Cyano-cis-3,5-dimethylpiperazine-1-carboxylic acid tert-butyl ester). Run in ClCCl (dichloromethane). As a reaction SMILES: [C:1]([O:5][C:6]([N:8]1[CH2:13][C@H:12]([CH3:14])[NH:11][C@H:10]([CH3:15])[CH2:9]1)=[O:7])([CH3:4])([CH3:3])[CH3:2].C(=O)(O)[O-].[Na+].[N:21]#[C:22]Br>ClCCl>[C:1]([O:5][C:6]([N:8]1[CH2:13][C@H:12]([CH3:14])[N:11]([C:22]#[N:21])[C@H:10]([CH3:15])[CH2:9]1)=[O:7])([CH3:4])([CH3:2])[CH3:3] |f:1.2|. The reactants are C(C)(C)(C)OC(=O)N1C[C@H](N[C@H](C1)C)C (cis-3,5-dimethylpiperazine-1-carboxylic acid tert-butyl ester), C([O-])(O)=O.[Na+] (sodium bicarbonate), N#CBr (cyanogen bromide). Reported procedure: 4.00 g of cis-3,5-dimethylpiperazine-1-carboxylic acid tert-butyl ester (prepared according to the method E. Jon Jacobson et. al. J. Med. Chemistry. 1999, Vol. 42, 1123-144) in 91 mL of dichloromethane was treated with sodium bicarbonate (4.7 g) followed by addition of cyanogen bromide (7.5 mL). The reaction mixture was heated at reflux overnight, was filtered, and was purified by column chromatography (0 to 50% ethyl acetate/hexanes) to afford 3.9 g of the title compound as a white solid. 1H NM... Starting materials: C(\C=C(/C)\CCC=C(C)C)C/C(=C/CC/C(=C/CO)/C)/C (Geranylgeranyl alcohol), C(=O)(N1C=NC=C1)N1C=NC=C1 (carbonyldiimidazole), CN1CCNCC1 (N-methylpiperazine). The reagents and catalysts are CN(C)C=1C=CN=CC1 (DMAP). Run in C(Cl)Cl (DCM). Conditions: time 1 hour. Product: CN1CCN(CC1)C(=O)OCC=C(CCC=C(CCC=C(CCC=C(C)C)C)C)C (3,7,11,15-tetramethylhexadeca-2,6,10,14-tetraen-1-yl 4-methylpiperazine-1-carboxylate). Isolated yield 88.0%. Reaction SMILES: [CH2:1]([CH2:11]/[C:12](/[CH3:21])=[CH:13]/[CH2:14][CH2:15]/[C:16](/[CH3:20])=[CH:17]/[CH2:18][OH:19])/[CH:2]=[C:3](/[CH2:5][CH2:6][CH:7]=[C:8]([CH3:10])[CH3:9])\[CH3:4].[C:22](N1C=CN=C1)(N1C=CN=C1)=[O:23].[CH3:34][N:35]1[CH2:40][CH2:39][NH:38][CH2:37][CH2:36]1>C(Cl)Cl.CN(C1C=CN=CC=1)C>[CH3:34][N:35]1[CH2:40][CH2:39][N:38]([C:22]([O:19][CH2:18][CH:17]=[C:16]([CH3:20])[CH2:15][CH2:14][CH:13]=[C:12]([CH3:21])[CH2:11][CH2:1][CH:2]=[C:3]([CH3:4])[CH2:5][CH2:6][CH:7]=[C:8]([CH3:10])[CH3:9])=[O:23])[CH2:37][CH2:36]1. Reported procedure: To a solution of alcohol 1 (160 mg, 55 mmol) in DCM (3 mL) at 0° C. was added carbonyldiimidazole (CDI) (107 mg, 0.66 mmol) and the reaction was stirred for 1 h. Then N-methylpiperazine (80 mg, 0.72 mmol) and DMAP (68 mg, 0.55 mmol) were added and stirred for 12 h. Solvent was removed and the residue was purified by column chromatography (DCM/MeOH) to give the carbamate 40a as a viscous oil in 88% yield (191 mg). TLC Rf: 0.54 (10% MeOH/DCM); 1H NMR (300 MHz, CDCl3): δ 5.34 (t, 3H), 5.08 (m, 3H),... Reactants: CC(C)(C)OC(=O)Oc1cc(-c2cccc(-c3cccc4ccccc34)c2)nn1-c1ccccn1, CC(C)(C)OC(=O)Oc1cc(-c2ccc(-c3ccccc3)cc2)nn1-c1ccccn1. The product is Oc1cc(-c2cccc(-c3cccc4ccccc34)c2)nn1-c1ccccn1. As a reaction SMILES: [C:1](=[O:2])([O:3][C:4]([CH3:5])([CH3:6])[CH3:35])[O:7][c:8]1[cH:9][c:10](-[c:19]2[cH:20][c:21](-[c:25]3[cH:26][cH:27][cH:28][c:29]4[cH:30][cH:31][cH:32][cH:33][c:34]34)[cH:22][cH:23][cH:24]2)[n:11][n:12]1-[c:13]1[n:14][cH:15][cH:16][cH:17][cH:18]1.[C:36](=[O:37])([O:38][C:39]([CH3:40])([CH3:41])[CH3:42])[O:43][c:44]1[n:45](-[c:46]2[cH:47][cH:48][cH:49][cH:50][n:51]2)[n:52][c:53](-[c:54]2[cH:55][cH:56][c:57](-[c:58]3[cH:59][cH:60][cH:61][cH:62][cH:63]3)[cH:64][cH:65]2)[cH:66]1>>[OH:7][c:8]1[cH:9][c:10](-[c:19]2[cH:20][c:21](-[c:25]3[cH:26][cH:27][cH:28][c:29]4[cH:30][cH:31][cH:32][cH:33][c:34]34)[cH:22][cH:23][cH:24]2)[n:11][n:12]1-[c:13]1[n:14][cH:15][cH:16][cH:17][cH:18]1. Reactants: Cc1nccc(-c2cccc(C(=O)CC(=O)Nc3cc(C(F)(F)F)c(Cl)cc3NC(=O)OC(C)(C)C)c2)c1C, ClCCl, O=C(O)C(F)(F)F. The product is Cc1nccc(-c2cccc(C3=Nc4cc(Cl)c(C(F)(F)F)cc4NC(=O)C3)c2)c1C. As a reaction SMILES: [C:1]([O:2][C:3](=[O:4])[NH:7][c:8]1[c:9]([NH:19][C:20]([CH2:21][C:22](=[O:5])[c:24]2[cH:25][c:26](-[c:30]3[c:31]([CH3:37])[c:32]([CH3:36])[n:33][cH:34][cH:35]3)[cH:27][cH:28][cH:29]2)=[O:38])[cH:10][c:11]([C:15]([F:16])([F:17])[F:18])[c:12]([Cl:14])[cH:13]1)([CH3:6])([CH3:23])[CH3:39].[Cl:47][CH2:48][Cl:49].[F:40][C:41]([F:42])([F:43])[C:44]([OH:45])=[O:46]>>[N:7]1=[C:22]([c:24]2[cH:25][c:26](-[c:30]3[c:31]([CH3:37])[c:32]([CH3:36])[n:33][cH:34][cH:35]3)[cH:27][cH:28][cH:29]2)[CH2:21][C:20](=[O:38])[NH:19][c:9]2[c:8]1[cH:13][c:12]([Cl:14])[c:11]([C:15]([F:16])([F:17])[F:18])[cH:10]2.